This data is from the Open Reaction Database (ORD), a public repository of structured organic reaction records. The task is: describe an organic reaction: reactants, conditions, products, and yield Product: CCOc1cc(CN(c2ccc(C#N)cc2)c2nc(-c3ccccc3)c(-c3ccccc3)n2C(c2ccccc2)(c2ccccc2)c2ccccc2)c(F)c(OC(C)C)c1. RXN SMILES: [CH2:42]([CH3:43])[O:44][c:45]1[cH:46][c:47]([O:62][CH:63]([CH3:64])[CH3:65])[c:48]([F:61])[c:49]([CH:50]=[N:51][c:52]2[cH:53][cH:54][c:55]([C:56]#[N:57])[cH:58][cH:59]2)[cH:60]1.[CH2:66]1[O:67][CH2:68][CH2:69][CH2:70]1.[CH3:37][CH2:38][CH2:39][CH2:40][Li:41].[c:1]1(-[c:7]2[n:8][cH:9][n:10]([C:18]([c:19]3[cH:20][cH:21][cH:22][cH:23][cH:24]3)([c:25]3[cH:26][cH:27][cH:28][cH:29][cH:30]3)[c:31]3[cH:32][cH:33][cH:34][cH:35][cH:36]3)[c:11]2-[c:12]2[cH:13][cH:14][cH:15][cH:16][cH:17]2)[cH:2][cH:3][cH:4][cH:5][cH:6]1>>[c:1]1(-[c:7]2[n:8][c:9]([N:51]([CH2:50][c:49]3[c:48]([F:61])[c:47]([O:62][CH:63]([CH3:64])[CH3:65])[cH:46][c:45]([O:44][CH2:42][CH3:43])[cH:60]3)[c:52]3[cH:53][cH:54][c:55]([C:56]#[N:57])[cH:58][cH:59]3)[n:10]([C:18]([c:19]3[cH:20][cH:21][cH:22][cH:23][cH:24]3)([c:25]3[cH:26][cH:27][cH:28][cH:29][cH:30]3)[c:31]3[cH:32][cH:33][cH:34][cH:35][cH:36]3)[c:11]2-[c:12]2[cH:13][cH:14][cH:15][cH:16][cH:17]2)[cH:2][cH:3][cH:4][cH:5][cH:6]1. The reactants are CCOc1cc(C=Nc2ccc(C#N)cc2)c(F)c(OC(C)C)c1, C1CCOC1, [Li]CCCC, c1ccc(-c2ncn(C(c3ccccc3)(c3ccccc3)c3ccccc3)c2-c2ccccc2)cc1. Reactants: CO, CCOC(=O)CCNCCc1c[nH]c2c(-c3noc(-c4ccc(OC(C)C)c(Cl)c4)n3)cccc12, [Na+], C1CCOC1, [OH-], O. Yields the product CC(C)Oc1ccc(-c2nc(-c3cccc4c(CCNCCC(=O)O)c[nH]c34)no2)cc1Cl. RXN SMILES: [CH3:43][OH:44].[Cl:1][c:2]1[cH:3][c:4](-[c:12]2[n:13][c:14](-[c:17]3[cH:18][cH:19][cH:20][c:21]4[c:22]([CH2:26][CH2:27][NH:28][CH2:29][CH2:30][C:31](=[O:32])[O:33][CH2:34][CH3:35])[cH:23][nH:24][c:25]34)[n:15][o:16]2)[cH:5][cH:6][c:7]1[O:8][CH:9]([CH3:10])[CH3:11].[Na+:37].[O:38]1[CH2:39][CH2:40][CH2:41][CH2:42]1.[OH-:36].[OH2:45]>>[Cl:1][c:2]1[cH:3][c:4](-[c:12]2[n:13][c:14](-[c:17]3[cH:18][cH:19][cH:20][c:21]4[c:22]([CH2:26][CH2:27][NH:28][CH2:29][CH2:30][C:31](=[O:32])[OH:33])[cH:23][nH:24][c:25]34)[n:15][o:16]2)[cH:5][cH:6][c:7]1[O:8][CH:9]([CH3:10])[CH3:11]. Starting materials: stainless steel, C(CCCCCCC\C=C/CCCCCCCC)(=O)OCC (ethyl oleate). Reagents/catalysts: Cl[Ru]([P](C1CCCCC1)(C2CCCCC2)C3CCCCC3)(=CC4=CC=CC=C4)(Cl)=C5N(C6=C(C)C=C(C)C=C6C)CCN5C7=C(C)C=C(C)C=C7C (Second Generation Grubbs Catalyst). Run at temperature 60 celsius, time 8 hour. Yields the product C(CCCCCCC\C=C/CCCCCCCC)(=O)OC (Methyl Oleate). Reaction SMILES: [C:1]([O:20][CH2:21]C)(=[O:19])[CH2:2][CH2:3][CH2:4][CH2:5][CH2:6][CH2:7][CH2:8]/[CH:9]=[CH:10]\[CH2:11][CH2:12][CH2:13][CH2:14][CH2:15][CH2:16][CH2:17][CH3:18]>Cl[Ru](=C1N(C2C(C)=CC(C)=CC=2C)CCN1C1C(C)=CC(C)=CC=1C)(Cl)(=CC1C=CC=CC=1)[P](C1CCCCC1)(C1CCCCC1)C1CCCCC1>[C:1]([O:20][CH3:21])(=[O:19])[CH2:2][CH2:3][CH2:4][CH2:5][CH2:6][CH2:7][CH2:8]/[CH:9]=[CH:10]\[CH2:11][CH2:12][CH2:13][CH2:14][CH2:15][CH2:16][CH2:17][CH3:18] |^1:55|. Procedure: A stainless steel autoclave with a glass liner was equipped with a magnetic stirrer bar and charged with ethyl oleate (0.34 g, 1.1 mmol) and Second Generation Grubbs Catalyst (9.3 mg, 0.11 μmol). The autoclave flushed with argon. The autoclave was evacuated and then pressurised with cis-2-butene to a pressure of 15 psi. The autoclave was heated at 60° C. with stirring overnight. The pressure was then released and ethyl vinyl ether (50 μL) added to the reaction mixture. A sample of the product wa... The reactants are mono-trifluoroacetic acid, C(=O)(C(F)(F)F)O (TFA), O=C([C@H](CC1=CC=CC=C1)NC(OC(C)(C)C)=O)N1CCC2=CC=C(C=C12)C=1C=NC=NC1 ((S)-tert-butyl 1-oxo-3-phenyl-1-(6-(pyrimidin-5-yl)indolin-1-yl)propan-2-ylcarbamate). The solvent is ClCCl (dichloromethane). Reaction conditions: time 3 hour. Product: FC(C(=O)O)(F)F.N[C@H](C(=O)N1CCC2=CC=C(C=C12)C=1C=NC=NC1)CC1=CC=CC=C1 ((S)-2-amino-3-phenyl-1-(6-pyrimidin-5-yl-2,3-dihydro-indol-1-yl)-propan-1-one trifluoroacetate). Isolated yield 75.7%. RXN SMILES: [O:1]=[C:2]([N:19]1[C:27]2[C:22](=[CH:23][CH:24]=[C:25]([C:28]3[CH:29]=[N:30][CH:31]=[N:32][CH:33]=3)[CH:26]=2)[CH2:21][CH2:20]1)[C@@H:3]([NH:11]C(=O)OC(C)(C)C)[CH2:4][C:5]1[CH:10]=[CH:9][CH:8]=[CH:7][CH:6]=1.[C:34]([OH:40])([C:36]([F:39])([F:38])[F:37])=[O:35]>ClCCl>[F:37][C:36]([F:39])([F:38])[C:34]([OH:40])=[O:35].[NH2:11][C@@H:3]([CH2:4][C:5]1[CH:10]=[CH:9][CH:8]=[CH:7][CH:6]=1)[C:2]([N:19]1[C:27]2[C:22](=[CH:23][CH:24]=[C:25]([C:28]3[CH:33]=[N:32][CH:31]=[N:30][CH:29]=3)[CH:26]=2)[CH2:21][CH2:20]1)=[O:1] |f:3.4|. Reported procedure: The (S)-tert-butyl 1-oxo-3-phenyl-1-(6-(pyrimidin-5-yl)indolin-1-yl)propan-2-ylcarbamate (64 mg, 144 μmol) was dissolved in dichloromethane (1.0 mL) and TFA (1.0 mL, 13 mmol) was added. The resulting solution was stirred for three hours then concentrated. The residue was taken up in ethyl acetate and filtered and washed with hexanes to give the desired product (S)-2-amino-3-phenyl-1-(6-pyrimidin-5-yl-2,3-dihydro-indol-1-yl)-propan-1-one trifluoroacetate (50 mg, 76% yield) as the mono-trifluoroac...